From a dataset of the Open Reaction Database (ORD), a public repository of structured organic reaction records. describe an organic reaction: reactants, conditions, products, and yield The solvent is CO (methanol). Reactants: C(C1=CC=CC=C1)OC1=CC=C(OCCCN2CCCCC2)C=C1 (1-[3-(4-Benzyloxy-phenoxy)-propyl]-piperidine), C(=O)[O-].[NH4+] (ammonium formate). Product: N1(CCCCC1)CCCOC1=CC=C(C=C1)O (4-(3-Piperidin-1-yl-propoxy)-phenol), solid. Procedure: A suspension of the product of Example 6 (2.5 g), ammonium formate (2.7 g), and 10% palladium on carbon (2.5 g) in methanol (100 mL) was heated in a 68° C. bath for 3 h, and allowed to cool to room temperature. The mixture was filtered through Celite, and the filtrate was evaporated in vacuo. Saturated aqueous sodium bicarbonate was added, and the mixture was extracted with dichloromethane (4×30 mL). The combined organic phases were dried (magnesium sulfate) and evaporated in vacuo, yielding the... Conditions: temperature 68 celsius. Reagents/catalysts: [Pd] (palladium on carbon). As a reaction SMILES: C([O:8][C:9]1[CH:24]=[CH:23][C:12]([O:13][CH2:14][CH2:15][CH2:16][N:17]2[CH2:22][CH2:21][CH2:20][CH2:19][CH2:18]2)=[CH:11][CH:10]=1)C1C=CC=CC=1.C([O-])=O.[NH4+]>[Pd].CO>[N:17]1([CH2:16][CH2:15][CH2:14][O:13][C:12]2[CH:11]=[CH:10][C:9]([OH:8])=[CH:24][CH:23]=2)[CH2:18][CH2:19][CH2:20][CH2:21][CH2:22]1 |f:1.2|. Reactants: BrC=1C=CC(=NC1)NC(C(C)N1CCCC1)=O (N-(5-bromo-pyridin-2-yl)-2-pyrrolidin-1-yl-propionamide), [OH-].[Na+] (sodium hydroxide), [H-].[Al+3].[Li+].[H-].[H-].[H-] (lithium aluminium hydride), CCOC(=O)C (EtOAc). The solvent is C1CCOC1 (THF), O (water), O (water), C1CCOC1 (THF). Reaction conditions: temperature 0 celsius, time 20 minute. Product: BrC=1C=CC(=NC1)NCC(C)N1CCCC1 ((5-bromo-pyridin-2-yl)-(2-pyrrolidin-1-yl-propyl)-amine). As a reaction SMILES: [H-].[Al+3].[Li+].[H-].[H-].[H-].[Br:7][C:8]1[CH:9]=[CH:10][C:11]([NH:14][C:15](=O)[CH:16]([N:18]2[CH2:22][CH2:21][CH2:20][CH2:19]2)[CH3:17])=[N:12][CH:13]=1.CCOC(C)=O.[OH-].[Na+]>C1COCC1.O>[Br:7][C:8]1[CH:9]=[CH:10][C:11]([NH:14][CH2:15][CH:16]([N:18]2[CH2:22][CH2:21][CH2:20][CH2:19]2)[CH3:17])=[N:12][CH:13]=1 |f:0.1.2.3.4.5,8.9|. Reported procedure: Under a nitrogen atmosphere 6.00 mL (6.00 mmol) 1 M lithium aluminium hydride solution in THF are added to a solution, cooled to 0° C., of 1.8 g (6.04 mmol) N-(5-bromo-pyridin-2-yl)-2-pyrrolidin-1-yl-propionamide in 30 mL THF, in such a way that the internal temperature does not exceed 4° C. The reaction solution is stirred for a further 20 min at 0° C. EtOAc is carefully added, the aluminium complex is decomposed with 0.2 mL water, then with 0.2 mL 15% sodium hydroxide solution solution and fin... Reactants: ClC1=NC2=CC=C(C=C2C=C1C(=O)O)Cl (2,6-dichloroquinoline-3-carboxylic acid), N[C@H](C(=O)O)CC1=CC=C(C=C1)OC1=NC=C(C=C1)C(F)(F)F ((S)-2-amino-3-[4-(5-trifluoromethyl-pyridin-2-yloxy)-phenyl]-propionic acid). The solvent is CS(=O)C (DMSO). Yields the product C(=O)(O)[C@H](CC1=CC=C(C=C1)OC1=NC=C(C=C1)C(F)(F)F)NC1=NC2=CC=C(C=C2C=C1C(=O)O)Cl (2-{(S)-1-Carboxy-2-[4-(5-trifluoromethyl-pyridin-2-yloxy)-phenyl]-ethylamino}-6-chloro-quinoline-3-carboxylic acid). As a reaction SMILES: Cl[C:2]1[C:11]([C:12]([OH:14])=[O:13])=[CH:10][C:9]2[C:4](=[CH:5][CH:6]=[C:7]([Cl:15])[CH:8]=2)[N:3]=1.[NH2:16][C@@H:17]([CH2:21][C:22]1[CH:27]=[CH:26][C:25]([O:28][C:29]2[CH:34]=[CH:33][C:32]([C:35]([F:38])([F:37])[F:36])=[CH:31][N:30]=2)=[CH:24][CH:23]=1)[C:18]([OH:20])=[O:19]>CS(C)=O>[C:18]([C@@H:17]([NH:16][C:2]1[C:11]([C:12]([OH:14])=[O:13])=[CH:10][C:9]2[C:4](=[CH:5][CH:6]=[C:7]([Cl:15])[CH:8]=2)[N:3]=1)[CH2:21][C:22]1[CH:23]=[CH:24][C:25]([O:28][C:29]2[CH:34]=[CH:33][C:32]([C:35]([F:38])([F:36])[F:37])=[CH:31][N:30]=2)=[CH:26][CH:27]=1)([OH:20])=[O:19]. Procedure details: In close analogy to the procedure described in Example 109c, 2,6-dichloroquinoline-3-carboxylic acid is reacted with (S)-2-amino-3-[4-(5-trifluoromethyl-pyridin-2-yloxy)-phenyl]-propionic acid (prepared by analogy to Example 109a,b) in DMSO to provide the title compound in good yield.